From a dataset of the Open Reaction Database (ORD), a public repository of structured organic reaction records. describe an organic reaction: reactants, conditions, products, and yield The reactants are NC1CC2=CC=C(C=C2C1)C=1CCC(NN1)=O.C12(C(=O)CC(CC1)C2(C)C)CS(=O)(=O)[O-] (2-amino-5-[4,5-dihydropyridazin-3(2H)-on6-yl]indane·(-)-camphorsulfonate), [OH-].[Na+] (sodium hydroxide). The solvent is O (water), O (water). Product: NC1CC2=CC=C(C=C2C1)C=1CCC(NN1)=O ((+)-2-amino-5-[4, 5-dihydropyridazin-3(2H)-on-6-yl]indane). RXN SMILES: [OH-].[Na+].[NH2:3][CH:4]1[CH2:12][C:11]2[C:6](=[CH:7][CH:8]=[C:9]([C:13]3[CH2:14][CH2:15][C:16](=[O:19])[NH:17][N:18]=3)[CH:10]=2)[CH2:5]1.C12(CS([O-])(=O)=O)C(C)(C)C(CC1)CC2=O>O>[NH2:3][CH:4]1[CH2:12][C:11]2[C:6](=[CH:7][CH:8]=[C:9]([C:13]3[CH2:14][CH2:15][C:16](=[O:19])[NH:17][N:18]=3)[CH:10]=2)[CH2:5]1 |f:0.1,2.3|. Reported procedure: In 1.65 l of warm water was dissolved 138.8 g of optically active 2-amino-5-[4,5-dihydropyridazin-3(2H)-on6-yl]indane·(-)-camphorsulfonate. Under cooling, 13.05 g of sodium hydroxide dissolved in 130 ml of water was added dropwise to the solution, and the mixture was cooled for 2 hours. Crystals precipitated were collected by filtration, dried and then recrystallized from methanol to obtain 66.6 g of (+)-2-amino-5-[4, 5-dihydropyridazin-3(2H)-on-6-yl]indane. Reactants: O=C([O-])[O-], O=S1(=O)CCN2CCNCC2C1, CS(C)=O, CCOC(C)=O, Cc1cc(F)ccc1-c1cc(Cl)ncc1N(C)C(=O)C(C)(C)c1cc(C(F)(F)F)cc(C(F)(F)F)c1, [K+], [K+], O. Yields the product Cc1cc(F)ccc1-c1cc(N2CCN3CCS(=O)(=O)CC3C2)ncc1N(C)C(=O)C(C)(C)c1cc(C(F)(F)F)cc(C(F)(F)F)c1. RXN SMILES: [C:49](=[O:50])([O-:51])[O-:52].[CH2:37]1[S:38](=[O:47])(=[O:48])[CH2:39][CH2:40][N:41]2[CH:42]1[CH2:43][NH:44][CH2:45][CH2:46]2.[CH3:55][S:56]([CH3:57])=[O:58].[CH3:60][CH2:61][O:62][C:63](=[O:64])[CH3:65].[F:1][C:2]([c:3]1[cH:4][c:5]([C:13]([C:14](=[O:15])[N:16]([CH3:17])[c:18]2[cH:19][n:20][c:21]([Cl:32])[cH:22][c:23]2-[c:24]2[c:25]([CH3:31])[cH:26][c:27]([F:30])[cH:28][cH:29]2)([CH3:33])[CH3:34])[cH:6][c:7]([C:9]([F:10])([F:11])[F:12])[cH:8]1)([F:35])[F:36].[K+:53].[K+:54].[OH2:59]>>[F:1][C:2]([c:3]1[cH:4][c:5]([C:13]([C:14](=[O:15])[N:16]([CH3:17])[c:18]2[cH:19][n:20][c:21]([N:44]3[CH2:43][CH:42]4[CH2:37][S:38](=[O:47])(=[O:48])[CH2:39][CH2:40][N:41]4[CH2:46][CH2:45]3)[cH:22][c:23]2-[c:24]2[c:25]([CH3:31])[cH:26][c:27]([F:30])[cH:28][cH:29]2)([CH3:33])[CH3:34])[cH:6][c:7]([C:9]([F:10])([F:11])[F:12])[cH:8]1)([F:35])[F:36].